From a dataset of the Open Reaction Database (ORD), a public repository of structured organic reaction records. describe an organic reaction: reactants, conditions, products, and yield Starting materials: C=1C=CC2=C(C1)N=NN2O (HOBT), CCN=C=NCCCN(C)C.Cl (EDC.HCl), C(C1=CC=CC=C1)[C@@H]1N(CCNC1)C(=O)OC(C)(C)C (2(S)-benzyl-1-tert-butoxycarbonylpiperazine), CC1=C(C(=O)O)C=CC=C1C (2,3-dimethyl-benzoic acid). Solvent: C(C)N(CC)CC (triethylamine). Yields the product C(C1=CC=CC=C1)[C@@H]1N(CCN(C1)C(C1=C(C(=CC=C1)C)C)=O)C(=O)OC(C)(C)C (2(S)-Benzyl-1-tert-butoxycarbonyl-4-(2,3-dimethylbenzoyl)piperazine), oil. As a reaction SMILES: [CH2:1]([C@H:8]1[CH2:13][NH:12][CH2:11][CH2:10][N:9]1[C:14]([O:16][C:17]([CH3:20])([CH3:19])[CH3:18])=[O:15])[C:2]1[CH:7]=[CH:6][CH:5]=[CH:4][CH:3]=1.[CH3:21][C:22]1[C:30]([CH3:31])=[CH:29][CH:28]=[CH:27][C:23]=1[C:24](O)=[O:25].C1C=CC2N(O)N=NC=2C=1.CCN=C=NCCCN(C)C.Cl>C(N(CC)CC)C>[CH2:1]([C@H:8]1[CH2:13][N:12]([C:24](=[O:25])[C:23]2[CH:27]=[CH:28][CH:29]=[C:30]([CH3:31])[C:22]=2[CH3:21])[CH2:11][CH2:10][N:9]1[C:14]([O:16][C:17]([CH3:20])([CH3:19])[CH3:18])=[O:15])[C:2]1[CH:3]=[CH:4][CH:5]=[CH:6][CH:7]=1 |f:3.4|. Procedure details: The title compound was prepared according to the procedure described for Example 1, Step A except using 2(S)-benzyl-1-tert-butoxycarbonylpiperazine (0.292 g, 1.06 mmol), 2,3-dimethyl-benzoic acid (0.159 g, 1.06 mmol), HOBT (0.157 g, 1.02 mmol), EDC.HCl (0.213 g, 1.11 mmol) and triethylamine to adjust the pH to 7. The title compound was obtained as a thick oil (0.416 g). NMR (DMSO-d6, 300 MHz) δ 7.15 (2H, m), 6.06 (1H,m), 4.42 (1H,m), 3.6-4.2 (2H, m), 2.7-3.24 (4H, m), 2.24 (3H, s), 2.03-2.20 (3H... Reactants: O=C([O-])O, OCCCCCCOc1cccc(F)c1, [Na+], [Na+], [Na+], O=S([O-])([O-])=S. The product is O=CCCCCCOc1cccc(F)c1. RXN SMILES: [C:23](=[O:24])([OH:25])[O-:26].[F:1][c:2]1[cH:3][c:4]([O:5][CH2:6][CH2:7][CH2:8][CH2:9][CH2:10][CH2:11][OH:12])[cH:13][cH:14][cH:15]1.[Na+:21].[Na+:22].[Na+:27].[S:16]([O-:17])([O-:18])(=[O:19])=[S:20]>>[F:1][c:2]1[cH:3][c:4]([O:5][CH2:6][CH2:7][CH2:8][CH2:9][CH2:10][CH:11]=[O:12])[cH:13][cH:14][cH:15]1. Reactants: CCN=C=NCCCN(C)C, COC(=O)CCc1ccc(S(C)(=N)=O)cc1, CN(C)c1ccncc1, CCOC(C)=O, Cc1ccoc1C(=O)Nc1cccc(C#Cc2cc(C(=O)O)cnc2N)c1, CN(C)C=O. Product: COC(=O)CCc1ccc(S(C)(=O)=NC(=O)c2cnc(N)c(C#Cc3cccc(NC(=O)c4occc4C)c3)c2)cc1. As a reaction SMILES: [CH3:28][CH2:29][N:30]=[C:31]=[N:32][CH2:33][CH2:34][CH2:35][N:36]([CH3:37])[CH3:38].[CH3:39][S:40](=[O:41])(=[NH:42])[c:43]1[cH:44][cH:45][c:46]([CH2:49][CH2:50][C:51](=[O:52])[O:53][CH3:54])[cH:47][cH:48]1.[CH3:60][N:61]([c:62]1[cH:63][cH:64][n:65][cH:66][cH:67]1)[CH3:68].[CH3:69][CH2:70][O:71][C:72]([CH3:73])=[O:74].[NH2:1][c:2]1[n:3][cH:4][c:5]([C:6](=[O:7])[OH:8])[cH:9][c:10]1[C:11]#[C:12][c:13]1[cH:14][c:15]([NH:19][C:20](=[O:21])[c:22]2[o:23][cH:24][cH:25][c:26]2[CH3:27])[cH:16][cH:17][cH:18]1.[O:55]=[CH:56][N:57]([CH3:58])[CH3:59]>>[NH2:1][c:2]1[n:3][cH:4][c:5]([C:6](=[O:7])[N:42]=[S:40]([CH3:39])(=[O:41])[c:43]2[cH:44][cH:45][c:46]([CH2:49][CH2:50][C:51](=[O:52])[O:53][CH3:54])[cH:47][cH:48]2)[cH:9][c:10]1[C:11]#[C:12][c:13]1[cH:14][c:15]([NH:19][C:20](=[O:21])[c:22]2[o:23][cH:24][cH:25][c:26]2[CH3:27])[cH:16][cH:17][cH:18]1. The reactants are N#CN1CC(NC(=O)OCc2ccccc2)CC2c3cccc4[nH]cc(c34)CC21, CC(=O)O, O, [Zn]. Product: O=C(NC1CNC2Cc3c[nH]c4cccc(c34)C2C1)OCc1ccccc1. RXN SMILES: [CH2:1]([c:2]1[cH:3][cH:4][cH:5][cH:6][cH:7]1)[O:8][C:9](=[O:10])[NH:11][CH:12]1[CH2:13][N:14]([C:28]#[N:29])[CH:15]2[CH2:16][c:17]3[cH:18][nH:19][c:20]4[cH:21][cH:22][cH:23][c:24]([c:27]34)[CH:25]2[CH2:26]1.[CH3:31][C:32](=[O:33])[OH:34].[OH2:30].[Zn:35]>>[CH2:1]([c:2]1[cH:3][cH:4][cH:5][cH:6][cH:7]1)[O:8][C:9](=[O:10])[NH:11][CH:12]1[CH2:13][NH:14][CH:15]2[CH2:16][c:17]3[cH:18][nH:19][c:20]4[cH:21][cH:22][cH:23][c:24]([c:27]34)[CH:25]2[CH2:26]1. Reaction SMILES: [CH3:15][CH2:16][OH:17].[CH3:1][NH:2][c:3]1[n:4][cH:5][c:6]([N+:11]([O-:12])=[O:13])[c:7]([NH:9][CH3:10])[n:8]1.[ClH:14]>>[CH3:1][NH:2][c:3]1[n:4][cH:5][c:6]([NH2:11])[c:7]([NH:9][CH3:10])[n:8]1.[ClH:14]. Starting materials: CCO, CNc1ncc([N+](=O)[O-])c(NC)n1, Cl. The product is CNc1ncc(N)c(NC)n1, Cl. Reactants: ClC=1C=C(C=CC1)[C@H](C(=O)O)O ((R)-(3-chloro-phenyl)-hydroxy-acetic acid), S(O)(O)(=O)=O (sulphuric acid), C([O-])(O)=O.[Na+] (sodium bicarbonate). Solvent: CO (methanol). The product is COC([C@H](O)C1=CC(=CC=C1)Cl)=O ((R)-(3-chloro-phenyl)-hydroxy-acetic acid methyl ester). RXN SMILES: [Cl:1][C:2]1[CH:3]=[C:4]([C@@H:8]([OH:12])[C:9]([OH:11])=[O:10])[CH:5]=[CH:6][CH:7]=1.S(=O)(=O)(O)O.[C:18](=O)(O)[O-].[Na+]>CO>[CH3:18][O:10][C:9](=[O:11])[C@@H:8]([C:4]1[CH:5]=[CH:6][CH:7]=[C:2]([Cl:1])[CH:3]=1)[OH:12] |f:2.3|. Procedure: A solution of (R)-(3-chloro-phenyl)-hydroxy-acetic acid (19.98 g) in methanol (250 ml) containing concentrated sulphuric acid (1 ml) was heated under reflux for 6.5 h. The solution was cooled, neutralised with aqueous sodium bicarbonate solution, and concentrated. The residue was dissolved in ethyl acetate, washed with aqueous sodium bicarbonate solution, dried, and evaporated to give the title compound (21.13 g) as a pale-yellow oil. Product: Nc1nc(Nc2cc(F)c(Oc3ccnc4[nH]cc(C5CC5)c34)c(F)c2)cc(C(F)(F)F)n1. Reactants: CCO, Nc1cc(F)c(Oc2ccnc3[nH]cc(C4CC4)c23)c(F)c1, Nc1nc(Cl)cc(C(F)(F)F)n1, Cl, [Na+], [OH-], O. As a reaction SMILES: [CH3:39][CH2:40][OH:41].[CH:1]1([c:4]2[cH:5][nH:6][c:7]3[n:8][cH:9][cH:10][c:11]([O:13][c:14]4[c:15]([F:22])[cH:16][c:17]([NH2:18])[cH:19][c:20]4[F:21])[c:12]23)[CH2:2][CH2:3]1.[Cl:23][c:24]1[n:25][c:26]([NH2:34])[n:27][c:28]([C:30]([F:31])([F:32])[F:33])[cH:29]1.[ClH:35].[Na+:37].[OH-:36].[OH2:38]>>[CH:1]1([c:4]2[cH:5][nH:6][c:7]3[n:8][cH:9][cH:10][c:11]([O:13][c:14]4[c:15]([F:22])[cH:16][c:17]([NH:18][c:24]5[n:25][c:26]([NH2:34])[n:27][c:28]([C:30]([F:31])([F:32])[F:33])[cH:29]5)[cH:19][c:20]4[F:21])[c:12]23)[CH2:2][CH2:3]1.